From a dataset of the Open Reaction Database (ORD), a public repository of structured organic reaction records. describe an organic reaction: reactants, conditions, products, and yield The reactants are N(=O)[O-].[Na+] (NaNO2), NC1=NC(=CC(=N1)OCC1=CC=C(C=C1)CNC(C(F)(F)F)=O)N (2,6-Diamino-4-[4-(2,2,2-trifluoro-acetamidomethyl)-benzyloxy]-pyrimidine), starch. Run in O (water), C(C)(=O)O (acetic acid). Conditions: temperature 70 celsius. Product: NC1=NC(=C(C(=N1)OCC1=CC=C(C=C1)CNC(C(F)(F)F)=O)N=O)N (2,6-Diamino-5-nitroso-4-[4-(2,2,2-trifluoro-acetamidomethyl)-benzyloxy]-pyrimidine). The yield is 76.9%. RXN SMILES: [NH2:1][C:2]1[N:7]=[C:6]([O:8][CH2:9][C:10]2[CH:15]=[CH:14][C:13]([CH2:16][NH:17][C:18](=[O:23])[C:19]([F:22])([F:21])[F:20])=[CH:12][CH:11]=2)[CH:5]=[C:4]([NH2:24])[N:3]=1.[N:25]([O-])=[O:26].[Na+]>C(O)(=O)C.O>[NH2:1][C:2]1[N:7]=[C:6]([O:8][CH2:9][C:10]2[CH:15]=[CH:14][C:13]([CH2:16][NH:17][C:18](=[O:23])[C:19]([F:22])([F:20])[F:21])=[CH:12][CH:11]=2)[C:5]([N:25]=[O:26])=[C:4]([NH2:24])[N:3]=1 |f:1.2|. Procedure details: Pyrimidine 37 (Example 20, 4.72 g, 13.7 mmol) is dissolved in 60 mL acetic acid (30%) and heated to 70° C. NaNO2 (1.4 g, 20.03 mmol) dissolved in 5 mL water is added drop wise until KJ-starch paper remains black. After cooling to 0° C. in an ice-bath, the purple precipitate is collected by filtration and recrystallized from acetone to yield 3.9 g (10.54 mmol, 77%) of a purple solid. 1H-NMR (400 MHz, DMSO-d6) δ=10.03 (d, J=4.0, 1H, 5-NHa), 10.00 (t, J=5.8, 1H, CF3CONH), 8.01 (d, J=4.0, 1H, 5-NHb)...